Dataset: the Open Reaction Database (ORD), a public repository of structured organic reaction records. Task: describe an organic reaction: reactants, conditions, products, and yield The reactants are CS(=O)C1=NC(=NC=C1)C1=NNC2=NC=CC=C21 (3-(4-methylsulfinylpyrimidin-2-yl)-1H-pyrazolo[5,4-b]pyridine), N1(CCNCC1)C(=O)OC(C)(C)C (tert-butyl piperazine-1-carboxylate), C([O-])([O-])=O.[K+].[K+] (potassium carbonate). Run in CN1CCCC1=O (NMP), CCOC(=O)C (EtOAc). Conditions: temperature 125 celsius, time 60 minute. Product: N1(CCNCC1)C1=NC(=NC=C1)C1=NNC2=NC=CC=C21 (3-(4-(piperazin-1-yl)pyrimidin-2-yl)-1H-pyrazolo[3,4-b]pyridine). The yield is 20.9%. Reaction SMILES: CS([C:4]1[CH:9]=[CH:8][N:7]=[C:6]([C:10]2[C:18]3[C:13](=[N:14][CH:15]=[CH:16][CH:17]=3)[NH:12][N:11]=2)[N:5]=1)=O.[N:19]1(C(OC(C)(C)C)=O)[CH2:24][CH2:23][NH:22][CH2:21][CH2:20]1.C(=O)([O-])[O-].[K+].[K+]>CN1C(=O)CCC1.CCOC(C)=O>[N:19]1([C:4]2[CH:9]=[CH:8][N:7]=[C:6]([C:10]3[C:18]4[C:13](=[N:14][CH:15]=[CH:16][CH:17]=4)[NH:12][N:11]=3)[N:5]=2)[CH2:24][CH2:23][NH:22][CH2:21][CH2:20]1 |f:2.3.4|. Procedure: A mixture of 3-(4-methylsulfinylpyrimidin-2-yl)-1H-pyrazolo[5,4-b]pyridine (45 mg, 0.17 mmol), tert-butyl piperazine-1-carboxylate (100 mg, 0.53 mmol) and potassium carbonate (100 mg, 0.72 mmol) in NMP (0.5 ml) were stirred at 125° C. for 60 minutes in the microwave. The reaction mixture was diluted with EtOAc and washed with saturated aqueous sodium bicarbonate and brine. After drying over MgSO4 and concentration the residue was taken up in DCM (2 ml) and treated with TFA (1 ml). The reaction w... The solvent is C(C)#N (acetonitrile), CO.C(Cl)Cl (MeOH CH2Cl2), C(C)(=O)OCC (ethyl acetate). Yield: 60.0%. Procedure: A mixture of 3-(4-bromobutyl)-5,5-dimethyl-4-thiazolidinone (3.50 g), 1-(1,2-benzisothiazol-3-yl)piperazine hydrochloride (3.70 g), K2 CO3 (6.34 g), NaI (330 mg) and acetonitrile (175 mL) was heated at 95° C. (bath temperature) under nitrogen. After 21 hours, TLC analysis (silica gel, 5% MeOH/CH2Cl2) showed the absence of starting bromide and the presence of a major product, Rf =0.33. The reaction mixture was cooled to room temperature, ethyl acetate (150 mL) was added, and the mixture filtered.... Yields the product Cl.S1N=C(C2=C1C=CC=C2)N2CCN(CC2)CCCCN2CSC(C2=O)(C)C (3-[4-[1-(1,2-Benzisothiazol-3-yl)-4-piperazinyl]butyl]-5,5-dimethyl-4-thiazolidinone hydrochloride). Reaction conditions: temperature 95 celsius, time 21 hour. As a reaction SMILES: Br[CH2:2][CH2:3][CH2:4][CH2:5][N:6]1[C:10](=[O:11])[C:9]([CH3:13])([CH3:12])[S:8][CH2:7]1.[ClH:14].[S:15]1[C:19]2[CH:20]=[CH:21][CH:22]=[CH:23][C:18]=2[C:17]([N:24]2[CH2:29][CH2:28][NH:27][CH2:26][CH2:25]2)=[N:16]1.[Na+].[I-].[Br-]>C(OCC)(=O)C.CO.C(Cl)Cl.C(#N)C>[ClH:14].[S:15]1[C:19]2[CH:20]=[CH:21][CH:22]=[CH:23][C:18]=2[C:17]([N:24]2[CH2:25][CH2:26][N:27]([CH2:2][CH2:3][CH2:4][CH2:5][N:6]3[C:10](=[O:11])[C:9]([CH3:13])([CH3:12])[S:8][CH2:7]3)[CH2:28][CH2:29]2)=[N:16]1 |f:1.2,3.4,7.8,10.11|. The reactants are BrCCCCN1CSC(C1=O)(C)C (3-(4-bromobutyl)-5,5-dimethyl-4-thiazolidinone), Cl.S1N=C(C2=C1C=CC=C2)N2CCNCC2 (1-(1,2-benzisothiazol-3-yl)piperazine hydrochloride), CO3, [Na+].[I-] (NaI), [Br-] (bromide).